This data is from the Open Reaction Database (ORD), a public repository of structured organic reaction records. The task is: describe an organic reaction: reactants, conditions, products, and yield The reactants are C(C1=CC=CC=C1)OC=1C=C(C=CC1)NC1=NC(=NC(=C1)N(C)C)SC (N4-[3-(benzyloxy)phenyl]-N6,N6-dimethyl-2-(methylsulfanyl)-4,6-pyrimidinediamine), ClC1=CC(=CC=C1)C(=O)OO (m-chloroperbenzoic acid). Solvent: C(Cl)Cl (CH2Cl2). Product: C(C1=CC=CC=C1)OC=1C=C(C=CC1)NC1=NC(=NC(=C1)N(C)C)S(=O)C (N4-[3-(benzyloxy)phenyl]-N6,N6-dimethyl-2-(methylsulfinyl)-4,6-pyrimidinediamine). Yield: 69.0%. Reaction SMILES: [CH2:1]([O:8][C:9]1[CH:10]=[C:11]([NH:15][C:16]2[CH:21]=[C:20]([N:22]([CH3:24])[CH3:23])[N:19]=[C:18]([S:25][CH3:26])[N:17]=2)[CH:12]=[CH:13][CH:14]=1)[C:2]1[CH:7]=[CH:6][CH:5]=[CH:4][CH:3]=1.ClC1C=CC=C(C(OO)=[O:35])C=1>C(Cl)Cl>[CH2:1]([O:8][C:9]1[CH:10]=[C:11]([NH:15][C:16]2[CH:21]=[C:20]([N:22]([CH3:23])[CH3:24])[N:19]=[C:18]([S:25]([CH3:26])=[O:35])[N:17]=2)[CH:12]=[CH:13][CH:14]=1)[C:2]1[CH:7]=[CH:6][CH:5]=[CH:4][CH:3]=1. Reported procedure: A solution of N4-[3-(benzyloxy)phenyl]-N6,N6-dimethyl-2-(methylsulfanyl)-4,6-pyrimidinediamine (5.5 g, 15 mmol) and m-chloroperbenzoic acid (5.19 g) in CH2Cl2 at 0° C. was stirred for 1 hour. The reaction mixture was slowly brought to room temperature and quenched with a solution of sodium sulfite. The organic layer was separated and washed with NaHCO3 solution (3×250 mL), dried over anhydrous MgSO4, concentrated, and purified by column chromatography [eluent: chloroform/methanol (94:6)], giving... Starting materials: ClC1=C(C=C(C=C1)C)NC1=C(C=NC=2N1N=CC2C(=O)O)C(=O)N2CCC(CC2)(C2=CC=CC=C2)F (7-(2-Chloro-5-methylphenylamino)-6-(4-fluoro-4-phenylpiperidine-1-carbonyl)pyrazolo[1,5-a]pyrimidine-3-carboxylic acid), C(C)S(=O)(=O)N (ethanesulfonamide). Product: ClC1=C(C=C(C=C1)C)NC1=C(C=NC=2N1N=CC2C(=O)NS(=O)(=O)CC)C(=O)N2CCC(CC2)(C2=CC=CC=C2)F (N-[7-(2-Chloro-5-methylphenylamino)-6-(4-fluoro-4-phenylpiperidine-1-carbonyl)pyrazolo[1,5-a]pyrimidine-3-carbonyl]ethanesulfonamide). Isolated yield 21.5%. RXN SMILES: [Cl:1][C:2]1[CH:7]=[CH:6][C:5]([CH3:8])=[CH:4][C:3]=1[NH:9][C:10]1[N:15]2[N:16]=[CH:17][C:18]([C:19](O)=[O:20])=[C:14]2[N:13]=[CH:12][C:11]=1[C:22]([N:24]1[CH2:29][CH2:28][C:27]([F:36])([C:30]2[CH:35]=[CH:34][CH:33]=[CH:32][CH:31]=2)[CH2:26][CH2:25]1)=[O:23].[CH2:37]([S:39]([NH2:42])(=[O:41])=[O:40])[CH3:38]>>[Cl:1][C:2]1[CH:7]=[CH:6][C:5]([CH3:8])=[CH:4][C:3]=1[NH:9][C:10]1[N:15]2[N:16]=[CH:17][C:18]([C:19]([NH:42][S:39]([CH2:37][CH3:38])(=[O:41])=[O:40])=[O:20])=[C:14]2[N:13]=[CH:12][C:11]=1[C:22]([N:24]1[CH2:29][CH2:28][C:27]([F:36])([C:30]2[CH:31]=[CH:32][CH:33]=[CH:34][CH:35]=2)[CH2:26][CH2:25]1)=[O:23]. Procedure: In the same manner as in Example 1, step 6 and using 7-(2-chloro-5-methylphenylamino)-6-(4-fluoro-4-phenylpiperidine-1-carbonyl)pyrazolo[1,5-a]pyrimidine-3-carboxylic acid (71 mg, 0.14 mmol) obtained in step 2 and ethanesulfonamide (74 mg, 0.7 mmol), the title compound (18 mg, 22%) was obtained.